Dataset: the Open Reaction Database (ORD), a public repository of structured organic reaction records. Task: describe an organic reaction: reactants, conditions, products, and yield Starting materials: ClC1=C(C=NC=C1)[N+](=O)[O-] (4-chloro-3-nitro-pyridine), N1=CC=C(C=C1)B(O)O (4-pyridylboronic acid), C1(=CC=CC=C1)P(C1=CC=CC=C1)C1=CC=CC=C1 (triphenylphosphane), [O-]P(=O)([O-])[O-].[K+].[K+].[K+] (K3PO4). The reagents and catalysts are [Pd] (Pd/C), [Pd] (palladium). Solvent: O1CCOCC1 (dioxane). Product: N1=CC(=C(C=C1)C1=CC=NC=C1)N ([4,4′-bipyridin]-3-amine). Reaction SMILES: Cl[C:2]1[CH:7]=[CH:6][N:5]=[CH:4][C:3]=1[N+:8]([O-])=O.[N:11]1[CH:16]=[CH:15][C:14](B(O)O)=[CH:13][CH:12]=1.C1(P(C2C=CC=CC=2)C2C=CC=CC=2)C=CC=CC=1.[O-]P([O-])([O-])=O.[K+].[K+].[K+]>O1CCOCC1.[Pd]>[N:5]1[CH:6]=[CH:7][C:2]([C:14]2[CH:15]=[CH:16][N:11]=[CH:12][CH:13]=2)=[C:3]([NH2:8])[CH:4]=1 |f:3.4.5.6|. Procedure details: 4-chloro-3-nitro-pyridine (100 mg, 0.6307 mmol), 4-pyridylboronic acid (77.52 mg, 0.6307 mmol), palladium; triphenylphosphane (36.45 mg, 0.03154 mmol), K3PO4 (946.0 μL, of 2 M, 1.892 mmol) in dioxane (3 mL) was heated at 130° C. for 30 min in a microwave. The mixture was loaded on a SCX column, washed with MeOH. The product was eluted with a 2M NH3 in MeOH. The filtrate was concentrated in vacuo. The residue was dissolved in MeOH (20 mL), Pd/C 10% (42.04 mg, 0.3950 mmol) was added and the mixtur...